Dataset: the Open Reaction Database (ORD), a public repository of structured organic reaction records. Task: describe an organic reaction: reactants, conditions, products, and yield Reactants: BrC=1C(NC(N(N1)C)=O)=O (6-bromo-2-methyl-2H-[1,2,4]triazine-3,5-dione), Cl.N1(CCNCC1)C(=O)C1=C(C=CC=C1)C(F)(F)F (piperazin-1-yl-(2-trifluoromethyl-phenyl)-methanone hydrochloride). Yields the product CN1N=C(C(NC1=O)=O)N1CCN(CC1)C(C1=C(C=CC=C1)C(F)(F)F)=O (2-methyl-6-[4-(2-trifluoromethyl-benzoyl)-piperazin-1-yl]-2H-[1,2,4]triazine-3,5-dione), C1(=CC=CC=C1)C (toluene). The yield is 25.0%. As a reaction SMILES: Br[C:2]1[C:3](=[O:10])[NH:4][C:5](=[O:9])[N:6]([CH3:8])[N:7]=1.Cl.[N:12]1([C:18]([C:20]2[CH:25]=[CH:24][CH:23]=[CH:22][C:21]=2[C:26]([F:29])([F:28])[F:27])=[O:19])[CH2:17][CH2:16][NH:15][CH2:14][CH2:13]1>>[CH3:8][N:6]1[C:5](=[O:9])[NH:4][C:3](=[O:10])[C:2]([N:15]2[CH2:16][CH2:17][N:12]([C:18](=[O:19])[C:20]3[CH:25]=[CH:24][CH:23]=[CH:22][C:21]=3[C:26]([F:29])([F:27])[F:28])[CH2:13][CH2:14]2)=[N:7]1.[C:20]1([CH3:18])[CH:25]=[CH:24][CH:23]=[CH:22][CH:21]=1 |f:1.2|. Reported procedure: The compound 2 (yellow powder) is prepared from the triazine 2e and from the intermediate 6a according to the synthesis method 1 in toluene (yield: 25%). The reactants are [BH4-].[Na+] (sodium borohydride), Cl (HCl), N1CCC(=CC1)C=1C=C2C(=CC=NC2=CC1)NC(=O)NC1=NC(=CC=C1)C(F)(F)F (1-[6-(1,2,3,6-tetrahydro-pyridin-4-yl)-quinolin-4-yl]-3-(6-trifluoromethyl-pyridin-2-yl)-urea), C=O (formaldehyde). Run in CO (methanol), O (water). The product is CN1CCC(=CC1)C=1C=C2C(=CC=NC2=CC1)NC(=O)NC1=NC(=CC=C1)C(F)(F)F (1-[6-(1-Methyl-1,2,3,6-tetrahydro-pyridin-4-yl)-quinolin-4-yl]-3-(6-trifluoromethyl-pyridin-2-yl)-urea), powder. The yield is 97.0%. As a reaction SMILES: [NH:1]1[CH2:6][CH:5]=[C:4]([C:7]2[CH:8]=[C:9]3[C:14](=[CH:15][CH:16]=2)[N:13]=[CH:12][CH:11]=[C:10]3[NH:17][C:18]([NH:20][C:21]2[CH:26]=[CH:25][CH:24]=[C:23]([C:27]([F:30])([F:29])[F:28])[N:22]=2)=[O:19])[CH2:3][CH2:2]1.[CH2:31]=O.[BH4-].[Na+].Cl>O.CO>[CH3:31][N:1]1[CH2:2][CH:3]=[C:4]([C:7]2[CH:8]=[C:9]3[C:14](=[CH:15][CH:16]=2)[N:13]=[CH:12][CH:11]=[C:10]3[NH:17][C:18]([NH:20][C:21]2[CH:26]=[CH:25][CH:24]=[C:23]([C:27]([F:29])([F:30])[F:28])[N:22]=2)=[O:19])[CH2:5][CH2:6]1 |f:2.3|. Procedure details: To 0.12 g of 1-[6-(1,2,3,6-tetrahydro-pyridin-4-yl)-quinolin-4-yl]-3-(6-trifluoromethyl-pyridin-2-yl)-urea (0.290 mmol) were added subsequently 2 ml of methanol, 0.366 ml of formaldehyde (4.64 mmol) and a solution of 0.055 g of sodium borohydride (1.451 mmol) in 0.8 ml of water. The reaction was slightly exotherm. A small amount of 2M HCl was added to the reaction mixture up to a pH of 3 to destroy the excess of sodium bororhydride. After neutralization with sodium bicarbonate, methanol was evap... The reactants are C(C)=O (acetaldehyde), N1(CCCCC1)N (Piperidin-1-amine), C(C)=O (acetaldehyde), N1(CCCCC1)N (piperidin-1-amine). Run at temperature 0 celsius, time 1 hour. The product is C(/C)=N\N1CCCCC1 ((E)-N-ethylidenepiperidin-1-amine). RXN SMILES: [N:1]1([NH2:7])[CH2:6][CH2:5][CH2:4][CH2:3][CH2:2]1.[CH:8](=O)[CH3:9]>>[CH:8](=[N:7]/[N:1]1[CH2:6][CH2:5][CH2:4][CH2:3][CH2:2]1)\[CH3:9]. Procedure details: Piperidin-1-amine (754 mL, 6.99 mol) was added dropwise over 60 min to acetaldehyde maintained at a 0° C. (304 mL, 5.38 mol) while stirring under nitrogen. [Caution: The addition is exothermic. On this scale, the dropping funnel containing piperidin-1-amine became hot due to acetaldehyde that had vaporized and condensed in the dropping funnel]. After 1 h at 0° C. and 1 h at rt, the reaction flask was equipped with a 16-in reflux condenser and was warmed to 40° C. and stirred for 20 h. The reacti... Starting materials: CCCN(CCC)CCCNC(=O)OC(C)(C)C, CO, Cl, C1COCCO1. Yields the product CCCN(CCC)CCCN. As a reaction SMILES: [CH2:1]([CH2:2][CH3:3])[N:4]([CH2:5][CH2:6][CH2:7][NH:8][C:9]([O:10][C:11]([CH3:12])([CH3:13])[CH3:14])=[O:15])[CH2:16][CH2:17][CH3:18].[CH3:26][OH:27].[ClH:25].[O:19]1[CH2:20][CH2:21][O:22][CH2:23][CH2:24]1>>[CH2:1]([CH2:2][CH3:3])[N:4]([CH2:5][CH2:6][CH2:7][NH2:8])[CH2:16][CH2:17][CH3:18]. Reactants: FC(C(=O)C1=C(NC2=CC=C(C=C12)OC)C)(F)F (3-Trifluoroacetyl-5-methoxy-2-methylindole), C(=O)(OCC)C1=C(C=CC=C1)P(C1=CC=CC=C1)(C1=CC=CC=C1)=C (carbethoxy-methylenetriphenylphosphorane), stainless steel. Run in C1(=CC=CC=C1)C (toluene). Reaction conditions: temperature 120 celsius. The product is COC=1C=C2C(=C(NC2=CC1)C)C(=CC(=O)OCC)C(F)(F)F (Ethyl 3-(5-methoxy-2-methylindol-3-yl)-4,4,4-trifluoro-2-butenoate). Yield: 98.4%. As a reaction SMILES: [F:1][C:2]([F:18])([F:17])[C:3]([C:5]1[C:13]2[C:8](=[CH:9][CH:10]=[C:11]([O:14][CH3:15])[CH:12]=2)[NH:7][C:6]=1[CH3:16])=O.[C:19]([C:24]1C=CC=CC=1P(=C)(C1C=CC=CC=1)C1C=CC=CC=1)([O:21][CH2:22][CH3:23])=[O:20]>C1(C)C=CC=CC=1>[CH3:15][O:14][C:11]1[CH:12]=[C:13]2[C:8](=[CH:9][CH:10]=1)[NH:7][C:6]([CH3:16])=[C:5]2[C:3]([C:2]([F:18])([F:17])[F:1])=[CH:24][C:19]([O:21][CH2:22][CH3:23])=[O:20]. Procedure details: A suspension of the indole from Step 1 (18.3 g, 71.4 mmol) and carbethoxy-methylenetriphenylphosphorane (49.7 g, 142.8 mmol) in 100 mL of toluene was pressurized to 900 psi nitrogen in a stainless steel, high pressure Parr reactor and was heated to 120° C. for 39 h. The reaction mixture was cooled, concentrated and purified by flash chromatography (30% ethyl acetate/hexanes) to give 23 g of the title compound as a mixture of E- and Z- isomers. Reactants: CC1CC(O)CCN1C(=O)OC(C)(C)C, Fc1cc(-n2cnnn2)ccc1OCc1cn[nH]n1. The product is CC1CC(n2ncc(COc3ccc(-n4cnnn4)cc3F)n2)CCN1C(=O)OC(C)(C)C. As a reaction SMILES: [OH:1][CH:2]1[CH2:3][CH:4]([CH3:15])[N:5]([C:8](=[O:9])[O:10][C:11]([CH3:12])([CH3:13])[CH3:14])[CH2:6][CH2:7]1.[n:16]1[nH:17][n:18][c:19]([CH2:21][O:22][c:23]2[c:24]([F:34])[cH:25][c:26](-[n:29]3[n:30][n:31][n:32][cH:33]3)[cH:27][cH:28]2)[cH:20]1>>[CH:2]1([n:17]2[n:16][cH:20][c:19]([CH2:21][O:22][c:23]3[c:24]([F:34])[cH:25][c:26](-[n:29]4[n:30][n:31][n:32][cH:33]4)[cH:27][cH:28]3)[n:18]2)[CH2:3][CH:4]([CH3:15])[N:5]([C:8](=[O:9])[O:10][C:11]([CH3:12])([CH3:13])[CH3:14])[CH2:6][CH2:7]1. The reactants are BrC1=C(C2=C(C=NN(C2=O)COCC[Si](C)(C)C)N1COCC[Si](C)(C)C)CCCC (2-bromo-3-butyl-1,5-bis(2-trimethylsilylethoxymethyl)-1,5-dihydropyrrolo[2,3-d]pyridazin-4-one), C1(CC1)OC=1C=C(C=CC1OC(F)F)B1OC(C(O1)(C)C)(C)C (2-(3-cyclopropoxy-4-difluoromethoxyphenyl)-4,4,5,5-tetramethyl-[1,3,2]dioxaborolane), BrC1=C(C2=C(C=NN(C2=O)COCC[Si](C)(C)C)N1COCC[Si](C)(C)C)C (2-bromo-3-methyl-1,5-bis(2-trimethylsilylethoxymethyl)-1,5-dihydropyrrolo[2,3-d]pyridazin-4-one), C1(CC1)OC=1C=C(C=CC1OC)B1OC(C(O1)(C)C)(C)C (2-(3-cyclopropoxy-4-methoxyphenyl)-4,4,5,5-tetramethyl-[1,3,2]dioxaborolane). Product: C(CCC)C1=C(N(C=2C=NN(C(C21)=O)COCC[Si](C)(C)C)COCC[Si](C)(C)C)C2=CC(=C(C=C2)OC)OC2CC2 (3-Butyl-2-(3-cyclopropoxy-4-methoxyphenyl)-1,5-bis(2-trimethylsilylethoxymethyl)-1,5-dihydropyrrolo[2,3-d]-pyridazin-4-one). Yield: 87.6%. Reaction SMILES: Br[C:2]1[N:19]([CH2:20][O:21][CH2:22][CH2:23][Si:24]([CH3:27])([CH3:26])[CH3:25])[C:5]2[CH:6]=[N:7][N:8]([CH2:11][O:12][CH2:13][CH2:14][Si:15]([CH3:18])([CH3:17])[CH3:16])[C:9](=[O:10])[C:4]=2[C:3]=1[CH2:28][CH2:29][CH2:30][CH3:31].BrC1N(COCC[Si](C)(C)C)C2C=NN(COCC[Si](C)(C)C)C(=O)C=2C=1C.[CH:60]1([O:63][C:64]2[CH:65]=[C:66](B3OC(C)(C)C(C)(C)O3)[CH:67]=[CH:68][C:69]=2[O:70][CH3:71])[CH2:62][CH2:61]1.C1(OC2C=C(B3OC(C)(C)C(C)(C)O3)C=CC=2OC(F)F)CC1>>[CH2:28]([C:3]1[C:4]2[C:9](=[O:10])[N:8]([CH2:11][O:12][CH2:13][CH2:14][Si:15]([CH3:18])([CH3:17])[CH3:16])[N:7]=[CH:6][C:5]=2[N:19]([CH2:20][O:21][CH2:22][CH2:23][Si:24]([CH3:27])([CH3:26])[CH3:25])[C:2]=1[C:66]1[CH:67]=[CH:68][C:69]([O:70][CH3:71])=[C:64]([O:63][CH:60]2[CH2:61][CH2:62]2)[CH:65]=1)[CH2:29][CH2:30][CH3:31]. Procedure details: Reaction and post treatment were carried out in the same manner as in Example 4-(a) except for using 530 mg (0.999 mmol) of 2-bromo-3-butyl-1,5-bis(2-trimethylsilylethoxymethyl)-1,5-dihydropyrrolo[2,3-d]pyridazin-4-one obtained in the following Reference example 22-(b) in place of 2-bromo-3-methyl-1,5-bis(2-trimethylsilylethoxymethyl)-1,5-dihydropyrrolo[2,3-d]pyridazin-4-one, and using 435 mg (1.50 mmol) of 2-(3-cyclopropoxy-4-methoxyphenyl)-4,4,5,5-tetramethyl-[1,3,2]dioxaborolane obtained in t...